Dataset: the Open Reaction Database (ORD), a public repository of structured organic reaction records. Task: describe an organic reaction: reactants, conditions, products, and yield The reactants are CC(=O)N1CCNCC1, CC(Oc1cc(-n2cnc3cnc(COS(C)(=O)=O)cc32)sc1C(N)=O)c1ccccc1C(F)(F)F, ClCCl. Yields the product CC(=O)N1CCN(Cc2cc3c(cn2)ncn3-c2cc(OC(C)c3ccccc3C(F)(F)F)c(C(N)=O)s2)CC1. RXN SMILES: [C:37]([CH3:38])(=[O:39])[N:40]1[CH2:41][CH2:42][NH:43][CH2:44][CH2:45]1.[CH3:1][S:2]([O:3][CH2:6][c:7]1[cH:8][c:9]2[c:10]([cH:11][n:12]1)[n:13][cH:14][n:15]2-[c:16]1[s:17][c:18]([C:34]([NH2:35])=[O:36])[c:19]([O:21][CH:22]([CH3:23])[c:24]2[c:25]([C:30]([F:31])([F:32])[F:33])[cH:26][cH:27][cH:28][cH:29]2)[cH:20]1)(=[O:4])=[O:5].[Cl:46][CH2:47][Cl:48]>>[CH2:6]([c:7]1[cH:8][c:9]2[c:10]([cH:11][n:12]1)[n:13][cH:14][n:15]2-[c:16]1[s:17][c:18]([C:34]([NH2:35])=[O:36])[c:19]([O:21][CH:22]([CH3:23])[c:24]2[c:25]([C:30]([F:31])([F:32])[F:33])[cH:26][cH:27][cH:28][cH:29]2)[cH:20]1)[N:43]1[CH2:42][CH2:41][N:40]([C:37]([CH3:38])=[O:39])[CH2:45][CH2:44]1. The reactants are O[C@@H]1CN(CC1)C(=O)OC(C)(C)C ((S)-tert-butyl 3-hydroxypyrrolidine-1-carboxylate), C(=O)([O-])[O-].[Cs+].[Cs+] (Cs2CO3), ClC1=CC=CC(=N1)C#N (6-chloropicolinonitrile). Solvent: CN1CCCC1=O (NMP). Reaction conditions: temperature 140 celsius. Yields the product C(#N)C1=CC=CC(=N1)O[C@@H]1CN(CC1)C(=O)OC(C)(C)C ((S)-tert-butyl 3-((6-cyanopyridin-2-yl)oxy)pyrrolidine-1-carboxylate). RXN SMILES: [OH:1][C@H:2]1[CH2:6][CH2:5][N:4]([C:7]([O:9][C:10]([CH3:13])([CH3:12])[CH3:11])=[O:8])[CH2:3]1.C([O-])([O-])=O.[Cs+].[Cs+].Cl[C:21]1[N:26]=[C:25]([C:27]#[N:28])[CH:24]=[CH:23][CH:22]=1>CN1C(=O)CCC1>[C:27]([C:25]1[N:26]=[C:21]([O:1][C@H:2]2[CH2:6][CH2:5][N:4]([C:7]([O:9][C:10]([CH3:13])([CH3:12])[CH3:11])=[O:8])[CH2:3]2)[CH:22]=[CH:23][CH:24]=1)#[N:28] |f:1.2.3|. Procedure: To (S)-tert-butyl 3-hydroxypyrrolidine-1-carboxylate (676 mg, 3.61 mmol) in NMP (4 mL) at 0° C. was added Cs2CO3 (1176 mg, 3.61 mmol) followed by 6-chloropicolinonitrile (500 mg, 3.61 mmol). The mixture was heated at 140° C. for 15 minutes in a microwave reactor to give the title compound. The crude product was used directly in the next step.